This data is from the Open Reaction Database (ORD), a public repository of structured organic reaction records. The task is: describe an organic reaction: reactants, conditions, products, and yield Reactants: C(CC(=O)C)(=O)NC1=CC=CC=C1 (acetoacetanilide), C([O-])([O-])=O.[K+].[K+] (potassium carbonate), Cl (hydrochloric acid), ice, diazonium, N(=O)[O-].[Na+] (sodium nitrite), C1=CC(=C(C=C1S(=O)(=O)O)N)O (2-Aminophenol-4-sulfonic acid), Cl (hydrochloric acid). Run in N1=CC=CC=C1 (pyridine), [OH-].[Na+] (sodium hydroxide). Run at temperature 10 celsius, time 1 hour. Product: OC1=C(C=C(C=C1)S(=O)(=O)O)N=NC(C(=O)NC1=CC=CC=C1)C(=O)C (α-(2-Hydroxy-5-sulfophenylazo)acetoacetanilide). As a reaction SMILES: [CH:1]1[C:6]([S:7]([OH:10])(=[O:9])=[O:8])=[CH:5][C:4]([NH2:11])=[C:3]([OH:12])[CH:2]=1.[N:13]([O-])=O.[Na+].Cl.[C:18]([NH:24][C:25]1[CH:30]=[CH:29][CH:28]=[CH:27][CH:26]=1)(=[O:23])[CH2:19][C:20]([CH3:22])=[O:21].C(=O)([O-])[O-].[K+].[K+]>[OH-].[Na+].N1C=CC=CC=1>[OH:12][C:3]1[CH:2]=[CH:1][C:6]([S:7]([OH:10])(=[O:8])=[O:9])=[CH:5][C:4]=1[N:11]=[N:13][CH:19]([C:20]([CH3:22])=[O:21])[C:18]([NH:24][C:25]1[CH:30]=[CH:29][CH:28]=[CH:27][CH:26]=1)=[O:23] |f:1.2,5.6.7,8.9|. Procedure details: 2-Aminophenol-4-sulfonic acid (18 g) was dissolved in aqueous sodium hydroxide (5 g in 200 ml of water). After the addition of sodium nitrite (7 g), the solution was cooled to 10° C. and added to a mixture of concentrated hydrochloric acid (25 ml) and cracked ice (300 g). The diazonium solution was stirred at 0° C. for 15 minutes and then added slowly to a slurry of acetoacetanilide (17 g), potassium carbonate (30 g), pyridine (200 ml) and ice. When the addition was complete, the reaction mixtur... The reactants are Cl[C@H](C[C@@H](OC1=CC=C(C=C1)C1=CC=C(C(=O)O)C=C1)C)C ((S,S)-4-[4'-(3"-chloro-1"-methylbutoxy)-phenyl]benzoic acid), C(CC)C1=CC=C(C=C1)O (4-n-propylphenol), C1(CCCCC1)N=C=NC1CCCCC1 (dicyclohexylcarbodiimide), N1(CCCC1)C1=CC=NC=C1 (4-pyrrolidino-pyridine). Solvent: C(Cl)Cl (methylene chloride). Product: C(CC)C1=CC=C(C=C1)OC(C1=CC=C(C=C1)C1=CC=C(C=C1)O[C@H](C[C@H](C)Cl)C)=O ((S,S)-4-[4'-(3"-CHLORO-1"-METHYLBUTOXY)PHENYL]BENZOIC ACID-4-n-PROPYLPHENYL ESTER). Yield: 62.3%. RXN SMILES: [Cl:1][C@@H:2]([CH3:22])[CH2:3][C@H:4]([CH3:21])[O:5][C:6]1[CH:11]=[CH:10][C:9]([C:12]2[CH:20]=[CH:19][C:15]([C:16]([OH:18])=[O:17])=[CH:14][CH:13]=2)=[CH:8][CH:7]=1.[CH2:23]([C:26]1[CH:31]=[CH:30][C:29](O)=[CH:28][CH:27]=1)[CH2:24][CH3:25].C1(N=C=NC2CCCCC2)CCCCC1.N1(C2C=CN=CC=2)CCCC1>C(Cl)Cl>[CH2:23]([C:26]1[CH:31]=[CH:30][C:29]([O:17][C:16](=[O:18])[C:15]2[CH:19]=[CH:20][C:12]([C:9]3[CH:8]=[CH:7][C:6]([O:5][C@@H:4]([CH3:21])[CH2:3][C@@H:2]([Cl:1])[CH3:22])=[CH:11][CH:10]=3)=[CH:13][CH:14]=2)=[CH:28][CH:27]=1)[CH2:24][CH3:25]. Reported procedure: 0.47 g of (S,S)-4-[4'-(3"-chloro-1"-methylbutoxy)-phenyl]benzoic acid, 0.20 g of 4-n-propylphenol, 0.32 g of dicyclohexylcarbodiimide, 0.04 g of 4-pyrrolidino-pyridine and 6 ml of methylene chloride were stirred together at room temperature for five hours. The dicyclohexyl urea thus precipitated was filtered and the filtrate was desolvated. The crude product thus obtained was purified by silica gel column chromatography with the use of a mixture of n-hexane and ethyl acetate (17:3) as a developi... The reactants are C(C)(C)(C)OC(=O)N1CCC(CC1)C1=C(OC=C1)COS(=O)(=O)C1=CC=C(C=C1)C (4-[2-(Toluene-4-sulfonyloxymethyl)furan-3-yl]piperidine-1-carboxylic acid t-butyl ester), C(=O)(C(F)(F)F)O (TFA), C([O-])([O-])=O.[K+].[K+] (potassium carbonate), ClC=1C=C(C=CC1)O (3-chlorophenol). Run in CC#N (MeCN). Conditions: temperature 50 celsius, time 8 hour. The product is ClC=1C=C(OCC2=C(OC=C2)C2CCNCC2)C=CC1 (4-[3-(3-Chlorophenoxymethyl)furan-2-yl]piperidine), C(=O)(C(F)(F)F)O (TFA). Isolated yield 98.0%. RXN SMILES: C(OC([N:8]1[CH2:13][CH2:12][CH:11]([C:14]2[CH:18]=[CH:17][O:16][C:15]=2[CH2:19]OS(C2C=CC(C)=CC=2)(=O)=O)[CH2:10][CH2:9]1)=O)(C)(C)C.C(=O)([O-])[O-].[K+].[K+].[Cl:37][C:38]1[CH:39]=C(O)C=[CH:42][CH:43]=1.[C:45]([OH:51])([C:47]([F:50])([F:49])[F:48])=[O:46]>CC#N>[Cl:37][C:38]1[CH:39]=[C:15]([CH:19]=[CH:42][CH:43]=1)[O:16][CH2:17][C:18]1[CH:47]=[CH:45][O:46][C:14]=1[CH:11]1[CH2:10][CH2:9][NH:8][CH2:13][CH2:12]1.[C:45]([OH:51])([C:47]([F:50])([F:49])[F:48])=[O:46] |f:1.2.3|. Reported procedure: 4-[2-(Toluene-4-sulfonyloxymethyl)furan-3-yl]piperidine-1-carboxylic acid t-butyl ester (65 mg, 0.15 mmol was dissolved in MeCN (770 μL) and added to a mixture of potassium carbonate (32 mg, 230 mmol, 1.6 eq.) and 3-chlorophenol (28.8 mg, 224 μmol, 1.5 eq.). The resulting mixture was shaken at 50° C. overnight. The mixture was then cooled and the solids removed. The supernatant was combined with TFA (12 μL, 160 mmol, 1.0 eq.) and the resulting mixture was shaken overnight at room temperature. Th... Reactants: CCN=C=NCCCN(C)C.Cl (EDC.HCl), C(C)(=O)SCC(C(=O)NC=1C=C(C(=O)O)C=CC1C)CC1=CC=CC=C1 (3-[(2-Acetylthiomethyl-3-phenylpropionyl)amino]-4-methylbenzoic acid), compound, C(C1=CC=CC=C1)O (benzyl alcohol). Reagents/catalysts: CN(C1=CC=NC=C1)C (4-dimethylaminopyridine). Solvent: ClCCl (dichloromethane). The product is C(C)(=O)SCC(C(=O)NC=1C=C(C(=O)OCC2=CC=CC=C2)C=CC1C)CC1=CC=CC=C1 (benzyl 3-[(2-acetylthiomethyl-3-phenylpropionyl)amino]-4-methylbenzoate). Isolated yield 64.4%. Reaction SMILES: [C:1]([S:4][CH2:5][CH:6]([CH2:20][C:21]1[CH:26]=[CH:25][CH:24]=[CH:23][CH:22]=1)[C:7]([NH:9][C:10]1[CH:11]=[C:12]([CH:16]=[CH:17][C:18]=1[CH3:19])[C:13]([OH:15])=[O:14])=[O:8])(=[O:3])[CH3:2].[CH2:27](O)[C:28]1[CH:33]=[CH:32][CH:31]=[CH:30][CH:29]=1.CCN=C=NCCCN(C)C.Cl>CN(C)C1C=CN=CC=1.ClCCl>[C:1]([S:4][CH2:5][CH:6]([CH2:20][C:21]1[CH:22]=[CH:23][CH:24]=[CH:25][CH:26]=1)[C:7]([NH:9][C:10]1[CH:11]=[C:12]([CH:16]=[CH:17][C:18]=1[CH3:19])[C:13]([O:15][CH2:27][C:28]1[CH:33]=[CH:32][CH:31]=[CH:30][CH:29]=1)=[O:14])=[O:8])(=[O:3])[CH3:2] |f:2.3|. Procedure details: 3-[(2-Acetylthiomethyl-3-phenylpropionyl)amino]-4-methylbenzoic acid (compound of Example 21) (0.5 g), 4-dimethylaminopyridine (0.05 g), benzyl alcohol (0.17 g) and dichloromethane (20 ml) are mixed, and to the mixture is added EDC.HCl (0.27 g) with stirring under ice cooling, and the mixture is stirred at room temperature overnight. Dichloromethane is distilled off under reduced pressure, and the residue is dissolved in ethyl acetate, and the mixture is washed with 5% aqueous sodium hydrogen ca... The reactants are ClC1=CC=C(C=C1)C(CC(=O)OC)(CC)N1C=CC2=C(C=CC=C12)NS(=O)(=O)C (Methyl 3-(4-chlorophenyl)-3-(4-(methylsulfonamido)-1H-indol-1-yl)pentanoate), [H-].[H-].[H-].[H-].[Li+].[Al+3] (LiAlH4). Solvent: C1CCOC1 (THF). Reaction conditions: time 1 hour. Yields the product ClC1=CC=C(C=C1)C(CCO)(CC)N1C=CC2=C(C=CC=C12)NS(=O)(=O)C (N-(1-(3-(4-Chlorophenyl)-1-hydroxypentan-3-yl)-1H-indol-4-yl)methanesulfonamide). Reaction SMILES: [Cl:1][C:2]1[CH:7]=[CH:6][C:5]([C:8]([N:16]2[C:24]3[C:19](=[C:20]([NH:25][S:26]([CH3:29])(=[O:28])=[O:27])[CH:21]=[CH:22][CH:23]=3)[CH:18]=[CH:17]2)([CH2:14][CH3:15])[CH2:9][C:10](OC)=[O:11])=[CH:4][CH:3]=1.[H-].[H-].[H-].[H-].[Li+].[Al+3]>C1COCC1>[Cl:1][C:2]1[CH:7]=[CH:6][C:5]([C:8]([N:16]2[C:24]3[C:19](=[C:20]([NH:25][S:26]([CH3:29])(=[O:27])=[O:28])[CH:21]=[CH:22][CH:23]=3)[CH:18]=[CH:17]2)([CH2:14][CH3:15])[CH2:9][CH2:10][OH:11])=[CH:4][CH:3]=1 |f:1.2.3.4.5.6|. Procedure: To a solution of the product of Step H (60 mg, 0.138 mmol) in THF (5 mL) was added LiAlH4 (10.4 mg, 0.276 mmol) at 0° C. The mixture was stirred for 1 h and quenched with H2O (2 mL), extracted with ethyl acetate, and washed with brine (5 mL), dried over sodium sulfate, then filtered. After removing the organic solvent, the residue was purified by silica gel chromatography (EA/PE=1:3) to afford the title racemic compound. The racemic compound was submitted to chiral SFC separation using AS-H colu... The reactants are FC=1C=C(C(=O)O)C=C(C1OC)O (3-Fluoro-5-hydroxy-4-methoxy-benzoic acid), O (water), C(C)(=O)OC(C)=O (acetic anhydride). Conditions: temperature 100 celsius, time 1 hour. The product is C(C)(=O)OC=1C=C(C(=O)O)C=C(C1OC)F (3-Acetoxy-5-fluoro-4-methoxy-benzoic acid). Reaction SMILES: [F:1][C:2]1[CH:3]=[C:4]([CH:8]=[C:9]([OH:13])[C:10]=1[O:11][CH3:12])[C:5]([OH:7])=[O:6].O.[C:15](OC(=O)C)(=[O:17])[CH3:16]>>[C:15]([O:13][C:9]1[CH:8]=[C:4]([CH:3]=[C:2]([F:1])[C:10]=1[O:11][CH3:12])[C:5]([OH:7])=[O:6])(=[O:17])[CH3:16]. Procedure: The compound of step 2 (169 mg, 913 mmol) was suspended in acetic anhydride (1.75 ml) and heated at 100° C. for 3 h. The solution was cooled, water (2 ml) was added, and the mixture was stirred at 60° C. for 1 h. Upon cooling, crystals formed which were filtered off and dried in vacuo to give 120 mg of the title compound. Starting materials: CC(C)(C)C1CCC(C(=O)O)CC1, CCOCC, [Li]C. Product: CC(=O)C1CCC(C(C)(C)C)CC1. RXN SMILES: [C:1]([CH3:2])([CH3:3])([CH3:4])[CH:5]1[CH2:6][CH2:7][CH:8]([C:11](=[O:12])[OH:13])[CH2:9][CH2:10]1.[CH2:16]([O:17][CH2:18][CH3:19])[CH3:20].[CH3:14][Li:15]>>[C:1]([CH3:2])([CH3:3])([CH3:4])[CH:5]1[CH2:6][CH2:7][CH:8]([C:11](=[O:13])[CH3:14])[CH2:9][CH2:10]1. The reactants are O[C@@H]([C@H](C)NCCOC1=C(C=C(C=C1C)C1=CC=C(C=C1)C(=O)O)C)C1=CC=C(C=C1)O (4′-{2-[(1S,2R)-2-hydroxy-2-(4-hydroxyphenyl)-1-methylethylamino]ethoxy}-3′,5′-dimethylbiphenyl-4-carboxylic acid), O[C@@H]([C@H](C)NCCOC1=C(C=C(C=C1C)C1=CC=C(C=C1)C(=O)O)C)C1=CC=C(C=C1)O (4′-{2-[(1S,2R)-2-hydroxy-2-(4-hydroxyphenyl)-1-methylethylamino]ethoxy}-3′,5′-dimethylbiphenyl-4-carboxylic acid), Br (hydrobromic acid). Run in C(C)OCC (diethyl ether), O1CCOCC1 (1,4-dioxane). Conditions: time 10 minute. The product is Br.O[C@@H]([C@H](C)NCCOC1=C(C=C(C=C1C)C1=CC=C(C=C1)C(=O)O)C)C1=CC=C(C=C1)O (4′-{2-[(1S,2R)-2-Hydroxy-2-(4-hydroxyphenyl)-1-methylethyl-amino]ethoxy}-3′,5′-dimethylbiphenyl-4-carboxylic acid hydrobromide). Reaction SMILES: [OH:1][C@H:2]([C:26]1[CH:31]=[CH:30][C:29]([OH:32])=[CH:28][CH:27]=1)[C@@H:3]([NH:5][CH2:6][CH2:7][O:8][C:9]1[C:14]([CH3:15])=[CH:13][C:12]([C:16]2[CH:21]=[CH:20][C:19]([C:22]([OH:24])=[O:23])=[CH:18][CH:17]=2)=[CH:11][C:10]=1[CH3:25])[CH3:4].[BrH:33]>O1CCOCC1.C(OCC)C>[BrH:33].[OH:1][C@H:2]([C:26]1[CH:31]=[CH:30][C:29]([OH:32])=[CH:28][CH:27]=1)[C@@H:3]([NH:5][CH2:6][CH2:7][O:8][C:9]1[C:14]([CH3:15])=[CH:13][C:12]([C:16]2[CH:21]=[CH:20][C:19]([C:22]([OH:24])=[O:23])=[CH:18][CH:17]=2)=[CH:11][C:10]=1[CH3:25])[CH3:4] |f:4.5|. Procedure details: To a suspension of 4′-{2-[(1S,2R)-2-hydroxy-2-(4-hydroxyphenyl)-1-methylethylamino]ethoxy}-3′,5′-dimethyl-biphenyl-4-carboxylic acid (compound 1, 0.079 g) in 1,4-dioxane (0.91 mL) was added 47% hydrobromic acid (0.042 mL), and the mixture was stirred at room temperature for 10 min. The clear solution was diluted with an excess amount of diethyl ether, and the precipitate was collected by filtration to afford the title compound (0.037 g) as a pale brown amorphous. The structure and physical data ... Reactants: N1CCC(CC1)CO (piperidin-4-yl-methanol), ClC(=O)OCC1=CC=CC=C1 (benzyl chloroformate), C([O-])(O)=O.[Na+] (sodium bicarbonate). Solvent: C(Cl)Cl (CH2Cl2), O (H2O). Conditions: time 2 hour. Yields the product C(C1=CC=CC=C1)OC(=O)N1CCC(CC1)CO (4-Hydroxymethylpiperidine-1-carboxylic Acid Benzyl Ester). The yield is 76.0%. As a reaction SMILES: [NH:1]1[CH2:6][CH2:5][CH:4]([CH2:7][OH:8])[CH2:3][CH2:2]1.Cl[C:10]([O:12][CH2:13][C:14]1[CH:19]=[CH:18][CH:17]=[CH:16][CH:15]=1)=[O:11].C(=O)(O)[O-].[Na+]>C(Cl)Cl.O>[CH2:13]([O:12][C:10]([N:1]1[CH2:6][CH2:5][CH:4]([CH2:7][OH:8])[CH2:3][CH2:2]1)=[O:11])[C:14]1[CH:19]=[CH:18][CH:17]=[CH:16][CH:15]=1 |f:2.3|. Procedure: A mixture of piperidin-4-yl-methanol (0.57 g, 5 mmoles), benzyl chloroformate (0.75 ml, 5.5 mmoles), and sodium bicarbonate (0.46 g, 5.5 mmoles) in CH2Cl2 was stirred at room temperature for 2 hours, diluted with H2O and extracted with EtOAc. The extracts were combined, washed sequentially with water and brine, dried over Na2SO4 and concentrated under vacuum to afford the title compound (0.95 g, 3.8 mmoles).